This data is from the Open Reaction Database (ORD), a public repository of structured organic reaction records. The task is: describe an organic reaction: reactants, conditions, products, and yield Reactants: S(=O)=O (sulfur dioxide), C(CCC)[Li] (n-butyllithium), CCCCCC (hexane), COC1CN(S(C2=C1C=CS2)(=O)=O)C (3,4-Dihydro-4-methoxy-2-methyl-2H-thieno[3,2-e]-1,2-thiazine 1,1-dioxide), O.O.O.C(C)(=O)[O-].[Na+] (sodium acetate trihydrate), NOS(=O)(=O)O (Hydroxylamine-O-sulfonic acid). Run in C1CCOC1 (THF), O (water). Reaction conditions: temperature 0 celsius, time 20 minute. The product is COC1CN(S(C2=C1C=C(S2)S(=O)(=O)N)(=O)=O)C (3,4-Dihydro-4-methoxy-2-methyl-2H-thieno[3,2-e]-1,2-thiazine-6-sulfonamide 1,1-dioxide). As a reaction SMILES: [CH3:1][O:2][CH:3]1[C:8]2[CH:9]=[CH:10][S:11][C:7]=2[S:6](=[O:13])(=[O:12])[N:5]([CH3:14])[CH2:4]1.C([Li])CCC.CCCCCC.[S:26](=[O:28])=[O:27].O.O.O.C([O-])(=O)C.[Na+].[NH2:37]OS(O)(=O)=O>C1COCC1.O>[CH3:1][O:2][CH:3]1[C:8]2[CH:9]=[C:10]([S:26]([NH2:37])(=[O:28])=[O:27])[S:11][C:7]=2[S:6](=[O:13])(=[O:12])[N:5]([CH3:14])[CH2:4]1 |f:4.5.6.7.8|. Procedure details: To a solution of the product from Step D (1.73 g, 7.42 mmol) in THF (15 mL) cooled to -60° C. was added via syringe n-butyllithium in hexane (2.5 M, 3.56 mL, 8.91 mmol) over 5 min. After the addition was completed, the mixture was warmed to 0° C. and stirred for 20 min. The mixture was re-cooled to -60° C. and a stream of sulfur dioxide was passed through the surface of the mixture for 20 min. The mixture was warmed to ambient temperature and the volatiles were evaporated. To the residue was add... The reactants are COC(=N)CCC(=O)OC, CO, Cl, N. Reaction SMILES: [C:2](=[O:3])([O:4][CH3:5])[CH2:6][CH2:7][C:8]([O:9][CH3:10])=[NH:11].[CH3:13][OH:14].[ClH:1].[NH3:12]>>[C:2](=[O:3])([O:4][CH3:5])[CH2:6][CH2:7][C:8]([NH2:11])=[NH:12].[ClH:1]. Yields the product COC(=O)CCC(=N)N, Cl. Reactants: C(C)(=O)NC1=C(OC2=NC(=C(C=C21)C2=CC=C(C=C2)Cl)C2=C(C=C(C=C2)Cl)Cl)C(=O)O (3-(Acetylamino)-5-(4-chlorophenyl)-6-(2,4-dichlorophenyl)furo-[2,3-b]pyridine-2-carboxylic acid), Cl.C12NCC(CC1)CC2 (2-azabicyclo[2.2.2]octane hydrochloride), C(CCl)Cl (EDC), CN1CCOCC1 (1-methylmorpholine). Reagents/catalysts: CN(C)C=1C=CN=CC1 (DMAP). Solvent: C(Cl)Cl (CH2Cl2). Run at time 16 hour. Yields the product C12N(CC(CC1)CC2)C(=O)C2=C(C=1C(=NC(=C(C1)C1=CC=C(C=C1)Cl)C1=C(C=C(C=C1)Cl)Cl)O2)NC(C)=O (N-[2-(2-Azabicyclo[2.2.2]oct-2-ylcarbonyl)-5-(4-chlorophenyl)-6-(2,4-dichlorophenyl)furo[2,3-b]pyridin-3-yl]acetamide). Reaction SMILES: [C:1]([NH:4][C:5]1[C:13]2[C:8](=[N:9][C:10]([C:21]3[CH:26]=[CH:25][C:24]([Cl:27])=[CH:23][C:22]=3[Cl:28])=[C:11]([C:14]3[CH:19]=[CH:18][C:17]([Cl:20])=[CH:16][CH:15]=3)[CH:12]=2)[O:7][C:6]=1[C:29](O)=[O:30])(=[O:3])[CH3:2].Cl.[CH:33]12[CH2:40][CH2:39][CH:36]([CH2:37][CH2:38]1)[CH2:35][NH:34]2.C(Cl)CCl.CN1CCOCC1>C(Cl)Cl.CN(C1C=CN=CC=1)C>[CH:33]12[CH2:40][CH2:39][CH:36]([CH2:37][CH2:38]1)[CH2:35][N:34]2[C:29]([C:6]1[O:7][C:8]2=[N:9][C:10]([C:21]3[CH:26]=[CH:25][C:24]([Cl:27])=[CH:23][C:22]=3[Cl:28])=[C:11]([C:14]3[CH:19]=[CH:18][C:17]([Cl:20])=[CH:16][CH:15]=3)[CH:12]=[C:13]2[C:5]=1[NH:4][C:1](=[O:3])[CH3:2])=[O:30] |f:1.2|. Procedure: A solution of 0.027 g (0.0568 mmol) of the product from Step A in CH2Cl2 (0.6 mL) was treated with 2-azabicyclo[2.2.2]octane hydrochloride (0.009 g; 0.0625 mmol), EDC (0.016 g; 0.0852 mmol), DMAP (0.007 g; 0.0568 mmol), and 1-methylmorpholine (19 μL; 0.170 mmol), then stirred at room temperature for 16 hours. The reaction mixture was partitioned between ethyl acetate and saturated NaHCO3 solution. The organic layer was washed twice with saturated NaHCO3 solution, brine, dried (Na2SO4), filtered,... Procedure: To a suspension of sodium hydride (60%, 0.05 g (1.25 mmol)) in 1.0 ml of DMF, 4′-hydroxy-N-methyl-2′-nitro-p-toluenesulfonanilide (0.32 g (0.99 mmol)) was added with stirring at room temperature. To the resulting mixture, after 15 minutes' stirring at room temperature, n-propyl bromide (0.20 g (2.20 mmol)) was added dropwise and the mixture was stirred at room temperature for 15 hours. The reaction mixture was poured into water and extracted with ethyl acetate. The extract was washed with water ... Yield: 41.6%. The solvent is CN(C)C=O (DMF). The reactants are [H-].[Na+] (sodium hydride), OC1=CC(=C(N(S(=O)(=O)C2=CC=C(C=C2)C)C)C=C1)[N+](=O)[O-] (4′-hydroxy-N-methyl-2′-nitro-p-toluenesulfonanilide), O (water), CCCBr (n-propyl bromide). Product: CN(C1=C(C=C(C=C1)OCCC)[N+](=O)[O-])S(=O)(=O)C1=CC=C(C=C1)C (N-Methyl-2′-nitro-4′-(n-propoxy)-p-toluenesulfonanilide). Reaction SMILES: [H-].[Na+].[OH:3][C:4]1[CH:21]=[CH:20][C:7]([N:8]([CH3:19])[S:9]([C:12]2[CH:17]=[CH:16][C:15]([CH3:18])=[CH:14][CH:13]=2)(=[O:11])=[O:10])=[C:6]([N+:22]([O-:24])=[O:23])[CH:5]=1.[CH3:25][CH2:26][CH2:27]Br.O>CN(C=O)C>[CH3:19][N:8]([S:9]([C:12]1[CH:13]=[CH:14][C:15]([CH3:18])=[CH:16][CH:17]=1)(=[O:10])=[O:11])[C:7]1[CH:20]=[CH:21][C:4]([O:3][CH2:25][CH2:26][CH3:27])=[CH:5][C:6]=1[N+:22]([O-:24])=[O:23] |f:0.1|. Reactants: NC1=NNC(=N1)SCC1=CC=CC=C1 (3-amino-5-benzylthio-1,2,4-triazole), ClC(C(C)=O)C(C)=O (3-chloro-2,4-pentanedione). Run in C(C)(=O)O (acetic acid). Product: C(C1=CC=CC=C1)SC1=NN2C(N=C(C(=C2C)Cl)C)=N1 (2-benzylthio-6-chloro-5,7-dimethyl-1,2,4-triazolo[1,5-a]pyrimidine). Yield: 51.4%. Reaction SMILES: [NH2:1][C:2]1[N:6]=[C:5]([S:7][CH2:8][C:9]2[CH:14]=[CH:13][CH:12]=[CH:11][CH:10]=2)[NH:4][N:3]=1.[Cl:15][CH:16]([C:20](=O)[CH3:21])[C:17](=O)[CH3:18]>C(O)(=O)C>[CH2:8]([S:7][C:5]1[N:6]=[C:2]2[N:1]=[C:17]([CH3:18])[C:16]([Cl:15])=[C:20]([CH3:21])[N:3]2[N:4]=1)[C:9]1[CH:10]=[CH:11][CH:12]=[CH:13][CH:14]=1. Procedure details: To a suspension of 153 g (0.74 mol) 3-amino-5-benzylthio-1,2,4-triazole in 250 ml of glacial acetic acid was added 100 g (0.74 mol) of 3-chloro-2,4-pentanedione in a dropwise manner. The reaction mixture was heated at reflux for 18 hours and cooled to room temperature. The reaction mixture was poured over ice and the oil which separated solidified upon stirring. The solid was collected by filtration and recrystallized from methanol to yield 116 g (79%) of the desired product as an off white soli... Yields the product CCCCC[NH-], O=C(O)C1CCCN1. Reactants: Br, CCCCC[NH-], O=C(O)C1CCCN1C(=O)OCc1ccccc1, CC(=O)O. RXN SMILES: [BrH:25].[CH2:19]([CH2:20][CH2:21][CH2:22][CH3:23])[NH-:24].[CH2:1]([O:2][C:3](=[O:4])[N:11]1[CH:12]([C:13](=[O:14])[OH:15])[CH2:16][CH2:17][CH2:18]1)[c:5]1[cH:6][cH:7][cH:8][cH:9][cH:10]1.[CH3:26][C:27](=[O:28])[OH:29]>>[CH2:19]([CH2:20][CH2:21][CH2:22][CH3:23])[NH-:24].[NH:11]1[CH:12]([C:13](=[O:14])[OH:15])[CH2:16][CH2:17][CH2:18]1. Starting materials: Cl.CN(CCCN=C=NCC)C (N-(3-dimethylaminopropyl)-N′-ethylcarbodiimide hydrochloride), FC=1C=C(C=C(C1)F)C1=NN(C(C=C1)=O)CC=1C=C(C(=O)O)C=CC1 (3-[3-(3,5-difluorophenyl)-6-oxo-6H-pyridazin-1-ylmethyl]benzoic acid), COC(CN)OC (aminoacetaldehyde dimethyl acetal), O.ON1N=NC2=C1C=CC=C2 (1-hydroxybenzotriazole hydrate). Run in CN(C)C=O (DMF), O (Water). Reaction conditions: time 8 hour. Yields the product FC=1C=C(C=C(C1)F)C1=NN(C(C=C1)=O)CC=1C=C(C(=O)NCC(OC)OC)C=CC1 (3-[3-(3,5-difluorophenyl)-6-oxo-6H-pyridazin-1-ylmethyl]-N-(2,2-dimethoxyethyl)benzamide). RXN SMILES: Cl.CN(C)CCCN=C=NCC.[F:13][C:14]1[CH:15]=[C:16]([C:21]2[CH:26]=[CH:25][C:24](=[O:27])[N:23]([CH2:28][C:29]3[CH:30]=[C:31]([CH:35]=[CH:36][CH:37]=3)[C:32](O)=[O:33])[N:22]=2)[CH:17]=[C:18]([F:20])[CH:19]=1.[CH3:38][O:39][CH:40]([O:43][CH3:44])[CH2:41][NH2:42].O.ON1C2C=CC=CC=2N=N1>CN(C=O)C.O>[F:13][C:14]1[CH:15]=[C:16]([C:21]2[CH:26]=[CH:25][C:24](=[O:27])[N:23]([CH2:28][C:29]3[CH:30]=[C:31]([CH:35]=[CH:36][CH:37]=3)[C:32]([NH:42][CH2:41][CH:40]([O:43][CH3:44])[O:39][CH3:38])=[O:33])[N:22]=2)[CH:17]=[C:18]([F:20])[CH:19]=1 |f:0.1,4.5|. Reported procedure: 906 mg (4.73 mmol) of N-(3-dimethylaminopropyl)-N′-ethylcarbodiimide hydrochloride (EDCI) are added to a solution of 1.24 g (3.64 mmol) of 3-[3-(3,5-difluorophenyl)-6-oxo-6H-pyridazin-1-ylmethyl]benzoic acid (prepared in accordance with WO 2008/017361), 382 mg (3.64 mmol) of aminoacetaldehyde dimethyl acetal and 557 mg (3.64 mmol) of 1-hydroxybenzotriazole hydrate (HOBt) in 14 ml of DMF, and the mixture is stirred overnight at room temperature. Water is added to the reaction mixture. The precipi...